From a dataset of the Open Reaction Database (ORD), a public repository of structured organic reaction records. describe an organic reaction: reactants, conditions, products, and yield Starting materials: P(OC1=CC=CC=C1)(OC1=CC=CC=C1)OC1=CC=CC=C1 (triphenyl phosphite), C(C1=CC=CC=C1)N(C1=NC=C(C(=O)OC)C=C1[N+](=O)[O-])CC(=O)OCC (Methyl 6-(benzyl(2-ethoxy-2-oxoethyl)amino)-5-nitronicotinate), [H][H] (hydrogen). The reagents and catalysts are [NH4+].[O-][V](=O)=O (ammonium metavanadate), [Pt] (Pt/C). Run in ClCCl (dichloromethane), ClCCl (dichloromethane). Run at time 48 hour. The product is C(C1=CC=CC=C1)N1C2=C(NC(C1)=O)C=C(C=N2)C(=O)OC (Methyl 4-benzyl-2-oxo-1,2,3,4-tetrahydropyrido[2,3-b]pyrazine-7-carboxylate). The yield is 70.7%. Reaction SMILES: [CH2:1]([N:8]([CH2:22][C:23]([O:25]CC)=O)[C:9]1[C:18]([N+:19]([O-])=O)=[CH:17][C:12]([C:13]([O:15][CH3:16])=[O:14])=[CH:11][N:10]=1)[C:2]1[CH:7]=[CH:6][CH:5]=[CH:4][CH:3]=1.P(OC1C=CC=CC=1)(OC1C=CC=CC=1)OC1C=CC=CC=1.[H][H]>ClCCl.[NH4+].[O-][V](=O)=O.[Pt]>[CH2:1]([N:8]1[CH2:22][C:23](=[O:25])[NH:19][C:18]2[CH:17]=[C:12]([C:13]([O:15][CH3:16])=[O:14])[CH:11]=[N:10][C:9]1=2)[C:2]1[CH:7]=[CH:6][CH:5]=[CH:4][CH:3]=1 |f:4.5|. Procedure details: Methyl 6-(benzyl(2-ethoxy-2-oxoethyl)amino)-5-nitronicotinate (445 mg g, 1.19 mmol) was dissolved in dichloromethane (5 mL). To the yellow solution was added ammonium metavanadate (10.0 mg, 0.085 mmol), triphenyl phosphite (aprox 10 ul, 0.032 mmol), and Pt/C (50 mg, 5% w/w). The reaction mixture was pressurized with hydrogen gas (75 psi) and stirred at room temperature for 48 h. The reaction was then depressurized and diluted with dichloromethane (20 mL) which was then refluxed for 30 min. The h... Starting materials: BrC=1SC=CC1CCCCCC (2-bromo-3-hexylthiophene), C(CCC)[Li] (n-butyl lithium), ice water, C(=O)N1CCCCC1 (1-formylpiperidine). The yield is 91.4%. Product: C(CCCCC)C1=C(SC=C1)C=O (3-Hexylthiophene-2-carboxaldehyde). Reported procedure: To the solution of 2-bromo-3-hexylthiophene (13.5 g, 54.6 mmol) in anhydrous tetrahydrofuran (200 mL) in a dry ice/acetone bath at −78° C. was added n-butyl lithium (2.5 M in hexane, 24.0 mL, 60.1 mmol) dropwise under the protection of argon. The reaction solution was warmed to −40° C. and stirred for 60 min. The solution was cooled down to −78° C. again, and 1-formylpiperidine (7.41 g, 65.5 mmol) was added in one shot. Then, the solution was allowed to warm slowly up to room temperature and sti... Run in O1CCCC1 (tetrahydrofuran). Conditions: temperature -40 celsius, time 60 minute. RXN SMILES: Br[C:2]1[S:3][CH:4]=[CH:5][C:6]=1[CH2:7][CH2:8][CH2:9][CH2:10][CH2:11][CH3:12].C([Li])CCC.[CH:18](N1CCCCC1)=[O:19]>O1CCCC1>[CH2:7]([C:6]1[CH:5]=[CH:4][S:3][C:2]=1[CH:18]=[O:19])[CH2:8][CH2:9][CH2:10][CH2:11][CH3:12]. Reactants: BrC1=C(C=C(C(=C1)F)F)F (1-bromo-2,4,5-trifluoro benzene), [Li+].CC(C)[N-]C(C)C (LDA), C(=O)N1CCCCC1 (N-formylpiperidine), C(=O)N1CCCCC1 (N-formylpiperidine). The solvent is C1CCOC1 (THF). Conditions: temperature -78 celsius, time 1 hour. Yields the product BrC=1C(=C(C=O)C(=C(C1)F)F)F (3-Bromo-2,5,6-trifluorobenzaldehyde). Yield: 45.3%. As a reaction SMILES: [Br:1][C:2]1[CH:7]=[C:6]([F:8])[C:5]([F:9])=[CH:4][C:3]=1[F:10].[Li+].CC([N-]C(C)C)C.[CH:19](N1CCCCC1)=[O:20]>C1COCC1>[Br:1][C:2]1[C:3]([F:10])=[C:4]([C:5]([F:9])=[C:6]([F:8])[CH:7]=1)[CH:19]=[O:20] |f:1.2|. Reported procedure: To a solution of 1-bromo-2,4,5-trifluoro benzene (25 g, 0.12 mol) in THF (200 mL) at -78° C. was added LDA (80 mL, 1.5 M) dropwise. The mixture was stirred at -78° C. for 1 hour, then N-formylpiperidine (16 g, 0.144 mol) was added in one portion and stirring continued for 2 hours. An additional 15 g of N-formylpiperidine was then added every 0.5 hour in 5 g portions. The reaction was quenched with 3N HCl (pH 3) at -78° C. The reaction was warmed to 0° C. and partitioned between H2O and ether. Th... Reactants: S1CCC(CC1)N (Tetrahydro-2H-thiopyran-4-amine), C(#N)C1=CC=C(C=C1)C1N(C(N(C=2CCCC(C12)=O)C1=CC(=CC=C1)C(F)(F)F)=O)C(=O)OC1=CC=C(C=C1)[N+](=O)[O-] (4-nitrophenyl 4-(4-cyanophenyl)-2,5-dioxo-1-(3-(trifluoromethyl)phenyl)1,2,5,6,7,8-hexahydroquinazoline-3(4H)-carboxylate), C(#N)C1=CC=C(C=C1)C1N(C(N(C=2CCCC(C12)=O)C1=CC(=CC=C1)C(F)(F)F)=O)C(=O)OC1=CC=C(C=C1)[N+](=O)[O-] (4-nitrophenyl 4-(4-cyanophenyl)-2,5-dioxo-1-(3-(trifluoromethyl)phenyl)1,2,5,6,7,8-hexahydroquinazoline-3(4H)-carboxylate). Solvent: C(C)#N (acetonitrile). Reaction conditions: time 30 minute. Yields the product C(#N)C1=CC=C(C=C1)C1N(C(N(C=2CCCC(C12)=O)C1=CC(=CC=C1)C(F)(F)F)=O)C(=O)NC1CCSCC1 (4-(4-Cyanophenyl)-2,5-dioxo-N-(tetrahydro-2H-thiopyran-4-yl)-1-(3-(trifluoromethyl)phenyl)-1,2,5,6,7,8-hexahydroquinazoline-3(4H)-carboxamide). Reaction SMILES: [S:1]1[CH2:6][CH2:5][CH:4]([NH2:7])[CH2:3][CH2:2]1.[C:8]([C:10]1[CH:15]=[CH:14][C:13]([CH:16]2[C:25]3[C:24](=[O:26])[CH2:23][CH2:22][CH2:21][C:20]=3[N:19]([C:27]3[CH:32]=[CH:31][CH:30]=[C:29]([C:33]([F:36])([F:35])[F:34])[CH:28]=3)[C:18](=[O:37])[N:17]2[C:38](OC2C=CC([N+]([O-])=O)=CC=2)=[O:39])=[CH:12][CH:11]=1)#[N:9]>C(#N)C>[C:8]([C:10]1[CH:11]=[CH:12][C:13]([CH:16]2[C:25]3[C:24](=[O:26])[CH2:23][CH2:22][CH2:21][C:20]=3[N:19]([C:27]3[CH:32]=[CH:31][CH:30]=[C:29]([C:33]([F:34])([F:35])[F:36])[CH:28]=3)[C:18](=[O:37])[N:17]2[C:38]([NH:7][CH:4]2[CH2:5][CH2:6][S:1][CH2:2][CH2:3]2)=[O:39])=[CH:14][CH:15]=1)#[N:9]. Procedure: Tetrahydro-2H-thiopyran-4-amine (76 mg, 0.65 mmol) is added to a solution of 4-nitrophenyl 4-(4-cyanophenyl)-2,5-dioxo-1-(3-(trifluoromethyl)phenyl)1,2,5,6,7,8-hexahydroquinazoline-3(4H)-carboxylate (intermediate 37, 220 mg, 0.32 mmol) in acetonitrile (6 mL), and the mixture is stirred at room temperature for 30 min and purified by reversed phase HPLC (Waters SunFire™-C18, gradient of acetonitrile in water, 0.1% TFA). Yield: 168 mg; ESI mass spectrum [M+H]+=555; Retention time HPLC: 1.19 min (Z0... Starting materials: CS(C)=O, CCOC(C)=O, CCN(C(C)C)C(C)C, O, c1ccc(-c2csc(N3CCNCC3)n2)cc1, O=C(Nc1ccc2nccn2n1)OCC(Cl)(Cl)Cl. The product is O=C(Nc1ccc2nccn2n1)N1CCN(c2nc(-c3ccccc3)cs2)CC1. As a reaction SMILES: [CH3:46][S:47]([CH3:48])=[O:49].[CH3:50][CH2:51][O:52][C:53](=[O:54])[CH3:55].[CH:36]([N:37]([CH:38]([CH3:39])[CH3:40])[CH2:41][CH3:42])([CH3:43])[CH3:44].[OH2:45].[c:19]1(-[c:25]2[n:26][c:27]([N:30]3[CH2:31][CH2:32][NH:33][CH2:34][CH2:35]3)[s:28][cH:29]2)[cH:20][cH:21][cH:22][cH:23][cH:24]1.[n:1]1[cH:2][cH:3][n:4]2[n:5][c:6]([NH:10][C:11]([O:12][CH2:13][C:14]([Cl:15])([Cl:16])[Cl:17])=[O:18])[cH:7][cH:8][c:9]12>>[n:1]1[cH:2][cH:3][n:4]2[n:5][c:6]([NH:10][C:11](=[O:18])[N:33]3[CH2:32][CH2:31][N:30]([c:27]4[n:26][c:25](-[c:19]5[cH:20][cH:21][cH:22][cH:23][cH:24]5)[cH:29][s:28]4)[CH2:35][CH2:34]3)[cH:7][cH:8][c:9]12. Reactants: FC=1C(=NC=CC1)\C=N\[S@@](=O)C(C)(C)C ((S,E)-N-((3-fluoropyridin-2-yl)methylene)-2-methylpropane-2-sulfinamide), C(C)(C)[Mg]Cl (Isopropylmagnesium chloride), [Cl-].[Li+] (lithium chloride), IC1=CC=C(C=C1)OC(F)(F)F (1-Iodo-4-(trifluoromethoxy)benzene). The solvent is C1CCOC1 (THF), C1CCOC1 (THF). Run at time 10 minute. The product is FC=1C(=NC=CC1)[C@@H](N[S@@](=O)C(C)(C)C)C1=CC=C(C=C1)OC(F)(F)F ((S)—N—((S)-(3-fluoropyridin-2-yl)(4-(trifluoro-methoxy)phenyl)methyl)-2-methylpropane-2-sulfinamide). As a reaction SMILES: I[C:2]1[CH:7]=[CH:6][C:5]([O:8][C:9]([F:12])([F:11])[F:10])=[CH:4][CH:3]=1.C([Mg]Cl)(C)C.[Cl-].[Li+].[F:20][C:21]1[C:22](/[CH:27]=[N:28]/[S@:29]([C:31]([CH3:34])([CH3:33])[CH3:32])=[O:30])=[N:23][CH:24]=[CH:25][CH:26]=1>C1COCC1>[F:20][C:21]1[C:22]([C@H:27]([C:2]2[CH:7]=[CH:6][C:5]([O:8][C:9]([F:12])([F:11])[F:10])=[CH:4][CH:3]=2)[NH:28][S@:29]([C:31]([CH3:34])([CH3:33])[CH3:32])=[O:30])=[N:23][CH:24]=[CH:25][CH:26]=1 |f:2.3|. Procedure details: 1-Iodo-4-(trifluoromethoxy)benzene (1.00 g, 3.47 mmol) was dissolved in dry THF (10 mL) and cooled in an ice bath. Isopropylmagnesium chloride, lithium chloride complex (14% solution in THF, Aldrich, 3.07 mL, 2.82 mmol) was added, and the mixture was stirred for 10 min. A solution of (S,E)-N-((3-fluoropyridin-2-yl)methylene)-2-methylpropane-2-sulfinamide (0.643 g, 2.82 mmol) in dry THF (10 mL) was added and the reaction was stirred. After 50 minutes, the reaction was quenched by addition of satu...